This data is from the Open Reaction Database (ORD), a public repository of structured organic reaction records. The task is: describe an organic reaction: reactants, conditions, products, and yield Starting materials: C(C)OC(=C)C1=CC(=C(CN2N=C(C3=CC=CC=C23)C2=NC=C(C(=N2)NC2=CC=NC=C2)OC)C(=C1)F)F (2-{1-[4-(1-ethoxyethenyl)-2,6-difluorobenzyl]-1H-indazol-3-yl}-5-methoxy-N-(pyridin-4-yl)pyrimidin-4-amine), O.CC1=CC=C(C=C1)S(=O)(=O)O (4-methylbenzenesulfonic acid hydrate). Solvent: C(C)O (ethanol), O (water). Reaction conditions: temperature 80 celsius, time 1 hour. Yields the product FC=1C=C(C=C(C1CN1N=C(C2=CC=CC=C12)C1=NC=C(C(=N1)NC1=CC=NC=C1)OC)F)C(C)=O (1-[3,5-difluoro-4-({3-[5-methoxy-4-(pyridin-4-ylamino)pyrimidin-2-yl]-1H-indazol-1-yl}methyl)phenyl]ethanone). RXN SMILES: C([O:3][C:4]([C:6]1[CH:36]=[C:35]([F:37])[C:9]([CH2:10][N:11]2[C:19]3[C:14](=[CH:15][CH:16]=[CH:17][CH:18]=3)[C:13]([C:20]3[N:25]=[C:24]([NH:26][C:27]4[CH:32]=[CH:31][N:30]=[CH:29][CH:28]=4)[C:23]([O:33][CH3:34])=[CH:22][N:21]=3)=[N:12]2)=[C:8]([F:38])[CH:7]=1)=[CH2:5])C.O.CC1C=CC(S(O)(=O)=O)=CC=1>C(O)C.O>[F:37][C:35]1[CH:36]=[C:6]([C:4](=[O:3])[CH3:5])[CH:7]=[C:8]([F:38])[C:9]=1[CH2:10][N:11]1[C:19]2[C:14](=[CH:15][CH:16]=[CH:17][CH:18]=2)[C:13]([C:20]2[N:25]=[C:24]([NH:26][C:27]3[CH:32]=[CH:31][N:30]=[CH:29][CH:28]=3)[C:23]([O:33][CH3:34])=[CH:22][N:21]=2)=[N:12]1 |f:1.2|. Procedure: 119 mg of 2-{1-[4-(1-ethoxyethenyl)-2,6-difluorobenzyl]-1H-indazol-3-yl}-5-methoxy-N-(pyridin-4-yl)pyrimidin-4-amine (0.231 mmol, 1 eq.) and 66 mg of 4-methylbenzenesulfonic acid hydrate (1:1) (0.347 mmol, 1.5 eq.) were dissolved in 2.4 ml of ethanol and 0.6 ml of water. The mixture was stirred for one hour at 80° C. bath temperature. The reaction mixture was concentrated in vacuo. The residue was partitioned between ethyl acetate and saturated sodium hydrogen carbonate solution. The phases were... Reactants: COC(COC1=C2C(=C(C(=NC2=C(C=C1)F)CC)CC1=CC=C(C=C1)C=1OC=CN1)OC(F)F)=O ([4-difluoromethoxy-2-ethyl-8-fluoro-3-(4-oxazol-2-ylbenzyl)quinolin-5-yloxy]acetic acid methyl ester), [OH-].[Li+] (lithium hydroxide), C(C)(=O)O (acetic acid). The solvent is CO (methanol), O (water). Conditions: time 2 hour. The product is FC(OC1=C(C(=NC2=C(C=CC(=C12)OCC(=O)O)F)CC)CC1=CC=C(C=C1)C=1OC=CN1)F ([4-difluoromethoxy-2-ethyl-8-fluoro-3-(4-oxazol-2-ylbenzyl)quinolin-5-yloxy]acetic acid). Isolated yield 11.6%. Reaction SMILES: C[O:2][C:3](=[O:35])[CH2:4][O:5][C:6]1[CH:15]=[CH:14][C:13]([F:16])=[C:12]2[C:7]=1[C:8]([O:31][CH:32]([F:34])[F:33])=[C:9]([CH2:19][C:20]1[CH:25]=[CH:24][C:23]([C:26]3[O:27][CH:28]=[CH:29][N:30]=3)=[CH:22][CH:21]=1)[C:10]([CH2:17][CH3:18])=[N:11]2.[OH-].[Li+].C(O)(=O)C>CO.O>[F:34][CH:32]([F:33])[O:31][C:8]1[C:7]2[C:12](=[C:13]([F:16])[CH:14]=[CH:15][C:6]=2[O:5][CH2:4][C:3]([OH:35])=[O:2])[N:11]=[C:10]([CH2:17][CH3:18])[C:9]=1[CH2:19][C:20]1[CH:25]=[CH:24][C:23]([C:26]2[O:27][CH:28]=[CH:29][N:30]=2)=[CH:22][CH:21]=1 |f:1.2|. Procedure: A solution of [4-difluoromethoxy-2-ethyl-8-fluoro-3-(4-oxazol-2-ylbenzyl)quinolin-5-yloxy]acetic acid methyl ester (0.73 g) in methanol (6.0 mL) and water (0.6 mL) was treated with 5.0 M aqueous lithium hydroxide solution (0.30 mL), and the resulting mixture was stirred at room temperature for 2 hours. The mixture was acidified by the addition of glacial acetic acid, concentrated under reduced pressure, and the residue partitioned between ethyl acetate and water. The organic phase was dried over... Starting materials: CN(C)C=O, [O-]Cl, ClCCl, ClCCCl, [Na+], [Na+], [Na+], [Na+], O=C([O-])[O-], O, O=C([O-])O, O=P(Cl)(Cl)Cl, Cn1c(S)nc(-c2ccncn2)cc1=O. The product is Cn1c(Cl)nc(-c2ccncn2)cc1=O. As a reaction SMILES: [CH3:43][N:44]([CH3:45])[CH:46]=[O:47].[Cl:32][O-:33].[Cl:36][CH2:37][Cl:38].[Cl:39][CH2:40][CH2:41][Cl:42].[Na+:21].[Na+:22].[Na+:27].[Na+:34].[O-:23][C:24](=[O:25])[O-:26].[OH2:35].[OH:28][C:29](=[O:30])[O-:31].[P:16]([Cl:17])([Cl:18])([Cl:19])=[O:20].[SH:1][c:2]1[n:3]([CH3:15])[c:4](=[O:14])[cH:5][c:6](-[c:8]2[n:9][cH:10][n:11][cH:12][cH:13]2)[n:7]1>>[c:2]1([Cl:18])[n:3]([CH3:15])[c:4](=[O:14])[cH:5][c:6](-[c:8]2[n:9][cH:10][n:11][cH:12][cH:13]2)[n:7]1. Reactants: C(CCCCCC=C)(=O)N1C(OC[C@@H]1CC1=CC=CC=C1)=O ((4S)-3-(7-octenoyl)-4-benzyl-1,3-oxazolidin-2-one), C(C)(C)N(CC)C(C)C (diisopropylethylamine), titanium enolate, O1OOCCC1 (trioxane). Reagents/catalysts: [Ti](Cl)(Cl)(Cl)Cl (titanium (IV) chloride), [Ti](Cl)(Cl)(Cl)Cl (titanium (IV) chloride). Solvent: ClCCl (dichloromethane), ClCCl (dichloromethane). Conditions: temperature 0 celsius, time 1 hour. Yields the product OC[C@H](C(=O)N1C(OC[C@@H]1CC1=CC=CC=C1)=O)CCCCC=C ((4S)-3-[(2R)-2-Hydroxymethyl-7-octenoyl]-4-benzyl-1,3-oxazolidin-2-one). Reaction SMILES: [C:1]([N:10]1[C@@H:14]([CH2:15][C:16]2[CH:21]=[CH:20][CH:19]=[CH:18][CH:17]=2)[CH2:13][O:12][C:11]1=[O:22])(=[O:9])[CH2:2][CH2:3][CH2:4][CH2:5][CH2:6][CH:7]=[CH2:8].C(N(C(C)C)CC)(C)C.[O:32]1[CH2:37]CCOO1>ClCCl.[Ti](Cl)(Cl)(Cl)Cl>[OH:32][CH2:37][C@@H:2]([CH2:3][CH2:4][CH2:5][CH2:6][CH:7]=[CH2:8])[C:1]([N:10]1[C@@H:14]([CH2:15][C:16]2[CH:21]=[CH:20][CH:19]=[CH:18][CH:17]=2)[CH2:13][O:12][C:11]1=[O:22])=[O:9]. Procedure details: To a solution of (4S)-3-(7-octenoyl)-4-benzyl-1,3-oxazolidin-2-one (2.24 g, 7.59 mmol) and titanium (IV) chloride (1M in dichloromethane, 8.0 mL, 7.97 mmol) in dichloromethane (35 mL) at 0° C. was added dropwise diisopropylethylamine (1.5 mL, 8.35 mmol). After stirring at 0° C. for 1 hour, the resulting titanium enolate was then reacted with a solution of trioxane (0.82 g, 9.11 mmol) in dichloromethane (7 mL), followed by the addition of a solution of titanium (IV) chloride (1M in dichloromethan...